From a dataset of the Open Reaction Database (ORD), a public repository of structured organic reaction records. describe an organic reaction: reactants, conditions, products, and yield Starting materials: NC(=O)C1CCCN1CC1CC(SC(c2ccccc2)(c2ccccc2)c2ccccc2)CN1C(=O)OCc1ccc([N+](=O)[O-])cc1, Cc1ccccc1, O=C(O)C(F)(F)F, OCCS. Product: NC(=O)C1CCCN1CC1CC(S)CN1C(=O)OCc1ccc([N+](=O)[O-])cc1. As a reaction SMILES: [C:1]([NH2:2])(=[O:3])[CH:4]1[N:5]([CH2:9][CH:10]2[N:11]([C:35](=[O:36])[O:37][CH2:38][c:39]3[cH:40][cH:41][c:42]([N+:45](=[O:46])[O-:47])[cH:43][cH:44]3)[CH2:12][CH:13]([S:15][C:16]([c:17]3[cH:18][cH:19][cH:20][cH:21][cH:22]3)([c:23]3[cH:24][cH:25][cH:26][cH:27][cH:28]3)[c:29]3[cH:30][cH:31][cH:32][cH:33][cH:34]3)[CH2:14]2)[CH2:6][CH2:7][CH2:8]1.[CH3:59][c:60]1[cH:61][cH:62][cH:63][cH:64][cH:65]1.[OH:52][C:53]([C:54]([F:55])([F:56])[F:57])=[O:58].[SH:48][CH2:49][CH2:50][OH:51]>>[C:1]([NH2:2])(=[O:3])[CH:4]1[N:5]([CH2:9][CH:10]2[N:11]([C:35](=[O:36])[O:37][CH2:38][c:39]3[cH:40][cH:41][c:42]([N+:45](=[O:46])[O-:47])[cH:43][cH:44]3)[CH2:12][CH:13]([SH:15])[CH2:14]2)[CH2:6][CH2:7][CH2:8]1. The reactants are [N+](=O)([O-])C1CC2(C(N3CCC4=C(C13S2)SC=C4)=O)C4=CC=CC=C4 (4,5,9,10-tetrahydro-10-nitro-8-phenyl-8,10a-epithio-10aH-thieno[2,3-a]quinolizin-7(8H)-one), C[O-].[Na+] (sodium methylate), [S-2].[Na+].[Na+] (sodium sulfide). Run in CO (methanol), CO (methanol), CO (methanol). Run at time 4 hour. Product: NC=1C=C(C(N2CCC3=C(C12)SC=C3)=O)C3=CC=CC=C3 (10-amino-4,5-dihydro-8-phenyl-7H-thieno[2,3-a]quinolizin-7-one). As a reaction SMILES: [N+:1]([CH:4]1[C:13]23S[C:6]([C:19]4[CH:24]=[CH:23][CH:22]=[CH:21][CH:20]=4)([C:7](=[O:18])[N:8]2[CH2:9][CH2:10][C:11]2[CH:17]=[CH:16][S:15][C:12]=23)[CH2:5]1)([O-])=O.C[O-].[Na+].[S-2].[Na+].[Na+]>CO>[NH2:1][C:4]1[CH:5]=[C:6]([C:19]2[CH:24]=[CH:23][CH:22]=[CH:21][CH:20]=2)[C:7](=[O:18])[N:8]2[C:13]=1[C:12]1[S:15][CH:16]=[CH:17][C:11]=1[CH2:10][CH2:9]2 |f:1.2,3.4.5|. Procedure: 3.2 g of 4,5,9,10-tetrahydro-10-nitro-8-phenyl-8,10a-epithio-10aH-thieno[2,3-a]quinolizin-7(8H)-one was suspended in 300 ml of methanol. The suspension was treated while stirring with a solution of sodium methylate in methanol (prepared from 4.46 g of sodium and 5 ml of methanol) and subsequently with a solution of 14 g of sodium sulfide in 40 ml of methanol, whereby there results a dark solution which is held at 60° for 4 hours. After the methanol is removed by distillation in vacuo, the residu... Starting materials: C1CC(=O)CC1=O (1,3-cyclopentadione), ClC1C(=CN=C(N1)C1=CC=C(C=C1)Cl)C (6-Chloro-2-(4-chloro-phenyl)-5-methyl-1,6-dihydro-pyrimidine), C1(CCCCC1)P(C1=C(C=CC=C1)C1=C(C=C(C=C1C(C)C)C(C)C)C(C)C)C1CCCCC1 (2-Dicyclohexylphosphino-2′,4′,6′-triisopropylbiphenyl), [O-]P(=O)([O-])[O-].[K+].[K+].[K+] (potassium phosphate tribasic). The reagents and catalysts are C(C)(=O)[O-].[Pd+2].C(C)(=O)[O-] (palladium acetate). The solvent is O1CCOCC1 (1,4-dioxane), C(C)(=O)OCC (ethyl acetate), Cl (hydrochloric acid). Run at temperature 150 celsius, time 25 second. The product is ClC1=CC=C(C=C1)C1=NC=C(C(=N1)C1C(CCC1=O)=O)C (2-[2-(4-Chloro-phenyl)-5-methyl-pyrimidin-4-yl]-cyclopentane-1,3-dione). Yield: 27.0%. As a reaction SMILES: [CH2:1]1[C:6](=[O:7])[CH2:5][C:3](=[O:4])[CH2:2]1.Cl[CH:9]1[NH:14][C:13]([C:15]2[CH:20]=[CH:19][C:18]([Cl:21])=[CH:17][CH:16]=2)=[N:12][CH:11]=[C:10]1[CH3:22].C1(P(C2CCCCC2)C2C=CC=CC=2C2C(C(C)C)=CC(C(C)C)=CC=2C(C)C)CCCCC1.[O-]P([O-])([O-])=O.[K+].[K+].[K+]>C(OCC)(=O)C.Cl.C([O-])(=O)C.[Pd+2].C([O-])(=O)C.O1CCOCC1>[Cl:21][C:18]1[CH:17]=[CH:16][C:15]([C:13]2[N:12]=[C:11]([CH:5]3[C:3](=[O:4])[CH2:2][CH2:1][C:6]3=[O:7])[C:10]([CH3:22])=[CH:9][N:14]=2)=[CH:20][CH:19]=1 |f:3.4.5.6,9.10.11|. Procedure: To a microwave vial was added 1,3-cyclopentadione (0.5 g, 5.1 mmol), 6-Chloro-2-(4-chloro-phenyl)-5-methyl-1,6-dihydro-pyrimidine (1.04 g, 4.3 mmol), palladium acetate (58 mg, 0.26 mmol), 2-Dicyclohexylphosphino-2′,4′,6′-triisopropylbiphenyl (183 mg, 0.38 mmol), potassium phosphate tribasic (2.49 g, 11.7 mmol) and 1,4-dioxane (10 ml). This was heated in the microwave for 30 minutes at 150° C. on a normal setting with a pre-stir of 25 seconds. The resulting slurry was diluted with ethyl acetate (... The reactants are CSc1ccc(Br)cc1O, O=C([O-])[O-], CN(C)C=O, BrC1CCCC1, [K+], [K+], O. The product is CSc1ccc(Br)cc1OC1CCCC1. Reaction SMILES: [Br:1][c:2]1[cH:3][c:4]([OH:10])[c:5]([S:8][CH3:9])[cH:6][cH:7]1.[C:17](=[O:18])([O-:19])[O-:20].[CH3:23][N:24]([CH3:25])[CH:26]=[O:27].[CH:11]1([Br:16])[CH2:12][CH2:13][CH2:14][CH2:15]1.[K+:21].[K+:22].[OH2:28]>>[Br:1][c:2]1[cH:3][c:4]([O:10][CH:11]2[CH2:12][CH2:13][CH2:14][CH2:15]2)[c:5]([S:8][CH3:9])[cH:6][cH:7]1. The reactants are [Mg] (Magnesium), BrCCBr (1,2-dibromoethane), BrC=1C=CC(=C(C1)C1OCCO1)F (2-(5-bromo-2-fluoro-phenyl)-[1,3]dioxolane), Grignard reagent, [N+](=O)([O-])C=1C(=CC=C2C=CC=NC12)C=O (8-nitro-quinoline-7-carbaldehyde). The solvent is C1CCOC1 (THF), C1CCOC1 (THF). Reaction conditions: time 20 minute. Product: O1C(OCC1)C=1C=C(C=CC1F)C(O)C1=CC=C2C=CC=NC2=C1[N+](=O)[O-] ((3-[1,3]Dioxolan-2-yl-4-fluoro-phenyl)-(8-nitro-quinolin-7-yl)-methanol). The yield is 73.8%. RXN SMILES: [Mg].BrCCBr.Br[C:7]1[CH:8]=[CH:9][C:10]([F:18])=[C:11]([CH:13]2[O:17][CH2:16][CH2:15][O:14]2)[CH:12]=1.[N+:19]([C:22]1[C:23]([CH:32]=[O:33])=[CH:24][CH:25]=[C:26]2[C:31]=1[N:30]=[CH:29][CH:28]=[CH:27]2)([O-:21])=[O:20]>C1COCC1>[O:14]1[CH2:15][CH2:16][O:17][CH:13]1[C:11]1[CH:12]=[C:7]([CH:32]([C:23]2[C:22]([N+:19]([O-:21])=[O:20])=[C:31]3[C:26]([CH:27]=[CH:28][CH:29]=[N:30]3)=[CH:25][CH:24]=2)[OH:33])[CH:8]=[CH:9][C:10]=1[F:18]. Reported procedure: Magnesium (983 mg, 40.5 mmol) was suspended in anhydrous THF (30 ml). 1,2-dibromoethane (0.17 ml, 2.02 mmol) was added and the solution was stirred at room temperature for 20 min. 2-(5-bromo-2-fluoro-phenyl)-[1,3]dioxolane 417 (3.2 g, 12.95 mmol) was added dropwise and the mixture was heated at 40° C. for 2 h. The mixture was allowed to cool to room temperature. The Grignard reagent (0.43M; 28.6 ml) was added to a suspension of 8-nitroquinoline-7-carbaldehyde 204 (2.5 g, 12.4 mmol) in dry THF (3... The reactants are C(CC(=O)OCC)(=O)OCC (diethyl malonate), N1CCCCC1 (piperidine), ClC1=CC(=C(C=O)C=C1)[N+](=O)[O-] (4-chloro-2-nitrobenzaldehyde), C(C)O (ethanol). Reagents/catalysts: [Pd] (palladium on carbon). Conditions: temperature 23 celsius, time 2 hour. The product is C(C)OC(=O)C=1C(NC2=CC=C(C=C2C1)Cl)=O (6-Chloro-2-oxo-1,2-dihydro-quinoline-3-carboxylic Acid Ethyl Ester). RXN SMILES: [Cl:1]C1C=CC(C=O)=C([N+]([O-])=O)C=1.[C:13]([O:21]CC)(=O)[CH2:14][C:15]([O:17][CH2:18][CH3:19])=[O:16].[NH:24]1[CH2:29][CH2:28][CH2:27][CH2:26][CH2:25]1.[CH2:30](O)[CH3:31]>[Pd]>[CH2:18]([O:17][C:15]([C:14]1[C:13](=[O:21])[NH:24][C:25]2[C:30]([CH:31]=1)=[CH:29][C:28]([Cl:1])=[CH:27][CH:26]=2)=[O:16])[CH3:19]. Procedure: A mixture of 4-chloro-2-nitrobenzaldehyde (7-1, 3.00 g, 16.0 mmol, 1 equiv) and 10% palladium on carbon (0.850 g, 0.800 mmol, 0.05 equiv) in ethanol (50 mL) was stirred under a hydrogen balloon for 2 h at 23° C. The catalyst was filtered onto a pad of celite and washed with ethanol (50 mL). The combined filtrate was concentrated to 20 mL, then diethyl malonate (3.92 mL, 25.8 mmol, 1.61 equiv) and piperidine (0.638 mL, 6.45 mmol, 0.403 equiv) were added. The resulting mixture was heated at reflux... As a reaction SMILES: [C:1]([CH2:3][CH2:4][CH2:5][C:6]1[CH:7]=[C:8]([C:12]2[CH:17]=[CH:16][C:15]([CH2:18][OH:19])=[CH:14][CH:13]=2)[CH:9]=[CH:10][CH:11]=1)#[N:2].N1C=CN=C1.Cl[Si](C(C)C)(C(C)C)C(C)C.C(=O)([O-])O.[Na+].[C:41](ON1C(=O)CCC1=O)([O:43][CH2:44][C:45]1[CH:50]=[CH:49][CH:48]=[CH:47][CH:46]=1)=[O:42]>CN(C)C=O.O1CCCC1>[CH2:44]([O:43][C:41]([NH:2][CH2:1][CH2:3][CH2:4][CH2:5][C:6]1[CH:7]=[C:8]([C:12]2[CH:13]=[CH:14][C:15]([CH2:18][OH:19])=[CH:16][CH:17]=2)[CH:9]=[CH:10][CH:11]=1)=[O:42])[C:45]1[CH:50]=[CH:49][CH:48]=[CH:47][CH:46]=1 |f:3.4|. Conditions: time 4 hour. Yields the product C(C1=CC=CC=C1)OC(=O)NCCCCC=1C=C(C=CC1)C1=CC=C(C=C1)CO ([3′-(4-Benzyloxycarbonylaminobutyl)biphenyl-4-yl]methanol). Reactants: C(O)([O-])=O.[Na+] (sodium hydrogen carbonate), C(#N)CCCC=1C=C(C=CC1)C1=CC=C(C=C1)CO ([3′-(3-Cyanopropyl)biphenyl-4-yl]methanol), N1C=NC=C1 (imidazole), Cl[Si](C(C)C)(C(C)C)C(C)C (chlorotriisopropylsilane), C(=O)(OCC1=CC=CC=C1)ON1C(CCC1=O)=O (N-carbobenzoxyoxysuccinimide). The solvent is O1CCCC1 (tetrahydrofuran), CN(C=O)C (N,N-dimethylformamide). Reported procedure: [3′-(3-Cyanopropyl)biphenyl-4-yl]methanol (0.44 g) and imidazole (0.30 g) were dissolved in N,N-dimethylformamide (4.3 mL), chlorotriisopropylsilane (0.45 mL) was added, and the resulting mixture was stirred at room temperature for 4 hours. Saturated aqueous sodium hydrogen carbonate (10 mL) was added to the reaction mixture and the whole was extracted with diethyl ether (40 mL). The organic layer was washed with brine (10 mL), dried over anhydrous sodium sulfate and concentrated under reduced p...